describe an organic reaction: reactants, conditions, products, and yield From a dataset of the Open Reaction Database (ORD), a public repository of structured organic reaction records. Reactants: O=C([O-])O, O=C(Cl)c1cccc(C(F)(F)F)c1Cl, ClCCl, CC(C)(O)C(N)c1ccc(SCC2CC2)cc1, [Na+]. Product: CC(C)(O)C(NC(=O)c1cccc(C(F)(F)F)c1Cl)c1ccc(SCC2CC2)cc1. RXN SMILES: [C:32](=[O:33])([OH:34])[O-:35].[Cl:18][c:19]1[c:20]([C:21](=[O:22])[Cl:23])[cH:24][cH:25][cH:26][c:27]1[C:28]([F:29])([F:30])[F:31].[Cl:37][CH2:38][Cl:39].[NH2:1][CH:2]([C:3]([CH3:4])([OH:5])[CH3:6])[c:7]1[cH:8][cH:9][c:10]([S:13][CH2:14][CH:15]2[CH2:16][CH2:17]2)[cH:11][cH:12]1.[Na+:36]>>[NH:1]([CH:2]([C:3]([CH3:4])([OH:5])[CH3:6])[c:7]1[cH:8][cH:9][c:10]([S:13][CH2:14][CH:15]2[CH2:16][CH2:17]2)[cH:11][cH:12]1)[C:21]([c:20]1[c:19]([Cl:18])[c:27]([C:28]([F:29])([F:30])[F:31])[cH:26][cH:25][cH:24]1)=[O:22].